Dataset: the Open Reaction Database (ORD), a public repository of structured organic reaction records. Task: describe an organic reaction: reactants, conditions, products, and yield Starting materials: CN1CCCC1=O, COC(=O)c1cc2c(Cl)ccnc2o1, CCN(C(C)C)C(C)C, O=[N+]([O-])c1ccc(O)cc1, O. The product is COC(=O)c1cc2c(Oc3ccc([N+](=O)[O-])cc3)ccnc2o1. Reaction SMILES: [CH3:1][N:2]1[CH2:3][CH2:4][CH2:5][C:6]1=[O:7].[CH3:27][O:28][C:29](=[O:30])[c:31]1[cH:32][c:33]2[c:34]([n:35][cH:36][cH:37][c:38]2[Cl:39])[o:40]1.[CH:8]([N:9]([CH:10]([CH3:11])[CH3:12])[CH2:13][CH3:14])([CH3:15])[CH3:16].[N+:17](=[O:18])([O-:19])[c:20]1[cH:21][cH:22][c:23]([OH:26])[cH:24][cH:25]1.[OH2:41]>>[N+:17](=[O:18])([O-:19])[c:20]1[cH:21][cH:22][c:23]([O:26][c:38]2[c:33]3[cH:32][c:31]([C:29]([O:28][CH3:27])=[O:30])[o:40][c:34]3[n:35][cH:36][cH:37]2)[cH:24][cH:25]1. Starting materials: COC(CCC1=CC=C(C=C1)OCCN(C)CCCCCCCCCCCC)=O (3-[4-[2-(N-dodecyl-N-methylamino)ethoxy]phenyl]propanoic acid methyl ester), [OH-].[K+] (potassium hydroxide), O (water), Cl (hydrochloric acid). Run in C(C)O (ethanol). Run at temperature 22 celsius, time 2 hour. Yields the product C(CCCCCCCCCCC)N(C)CCOC1=CC=C(C=C1)CCC(=O)O (3-[4-[2-(N-dodecyl-N-methylamino)ethoxy]phenyl]propanoic acid). The yield is 98.7%. As a reaction SMILES: C[O:2][C:3](=[O:29])[CH2:4][CH2:5][C:6]1[CH:11]=[CH:10][C:9]([O:12][CH2:13][CH2:14][N:15]([CH2:17][CH2:18][CH2:19][CH2:20][CH2:21][CH2:22][CH2:23][CH2:24][CH2:25][CH2:26][CH2:27][CH3:28])[CH3:16])=[CH:8][CH:7]=1.[OH-].[K+].O.Cl>C(O)C>[CH2:17]([N:15]([CH2:14][CH2:13][O:12][C:9]1[CH:10]=[CH:11][C:6]([CH2:5][CH2:4][C:3]([OH:29])=[O:2])=[CH:7][CH:8]=1)[CH3:16])[CH2:18][CH2:19][CH2:20][CH2:21][CH2:22][CH2:23][CH2:24][CH2:25][CH2:26][CH2:27][CH3:28] |f:1.2|. Procedure details: A solution of 3-[4-[2-(N-dodecyl-N-methylamino)ethoxy]phenyl]propanoic acid methyl ester (2.30 g, 5.69 mmol) in ethanol (25 ml) was treated with potassium hydroxide (0.64 g, 11.4 mmol) and water (5 ml) and stirred at 22° C. for 2 h. The reaction mixture was then acidified to pH 4 with 1M hydrochloric acid and extracted twice with ethyl acetate. The combined extracts were washed with brine, dried (MgSO4) and evaporated under reduced pressure to give a white solid. Recrystallization from ethyl ace... Starting materials: C(C1=CC=CC=C1)OC=1C(=C(C(=O)O)C=CC1)C (3-(benzyloxy)-2-methylbenzoic acid), solution, CO (Methanol), CO (methanol). Solvent: C1CCOC1 (THF), C1CCOC1 (THF). Reaction conditions: time 2 hour. Product: C(C1=CC=CC=C1)OC=1C=CC(=C(C1)CO)C ((5-(benzyloxy)-2-methylphenyl)methanol). RXN SMILES: [CH2:1]([O:8][C:9]1[C:10](C)=[C:11]([CH:15]=[CH:16][CH:17]=1)[C:12]([OH:14])=O)[C:2]1[CH:7]=[CH:6][CH:5]=[CH:4][CH:3]=1.[CH3:19]O>C1COCC1>[CH2:1]([O:8][C:9]1[CH:17]=[CH:16][C:15]([CH3:19])=[C:11]([CH2:12][OH:14])[CH:10]=1)[C:2]1[CH:3]=[CH:4][CH:5]=[CH:6][CH:7]=1. Reported procedure: To a solution of 3-(benzyloxy)-2-methylbenzoic acid (300 mg) in THF (10 mL) was added a 1.0 M solution of borane-THF complex in THF (1.85 mL) over 30 min. After stirring for 2 hr, methanol (20 mL) was added dropwise to the reaction mixture over 20 min. Methanol (10 mL) was added to the reaction mixture, and the solvent was evaporated under reduced pressure to give the title compound (280 mg) as a white solid. This compound was used for the next step without further purification. Starting materials: C1=CC=CC=2[C@H]3C4=CC=CC=C4[C@@H](C12)C(C3O)O (cis-9,10-dihydro-9,10-ethanoanthracene-11,12-diol), C(C)(=O)[O-].C(C)(=O)[O-].C(C)(=O)[O-].C(C)(=O)[O-].[Pb+4] (lead tetraacetate). Run in C(C)(=O)O (acetic acid). Reaction conditions: temperature 15 celsius. Product: C1=CC=CC=2C(C3=CC=CC=C3C(C12)C=O)C=O (9,10-Dihydro-9,10-anthracenedicarboxaldehyde). As a reaction SMILES: [CH:1]1[C:14]2[C@H:13]3[CH:15]([OH:18])[CH:16]([OH:17])[C@H:6]([C:7]4[C:12]3=[CH:11][CH:10]=[CH:9][CH:8]=4)[C:5]=2[CH:4]=[CH:3][CH:2]=1.C([O-])(=O)C.C([O-])(=O)C.C([O-])(=O)C.C([O-])(=O)C.[Pb+4]>C(O)(=O)C>[CH:1]1[C:14]2[CH:13]([CH:15]=[O:18])[C:12]3[C:7](=[CH:8][CH:9]=[CH:10][CH:11]=3)[CH:6]([CH:16]=[O:17])[C:5]=2[CH:4]=[CH:3][CH:2]=1 |f:1.2.3.4.5|. Procedure details: A mixture of 2.38 g. of cis-9,10-dihydro-9,10-ethanoanthracene-11,12-diol in 40 ml. of glacial acetic acid at room temperature is treated portionwise with 4.8 g. of lead tetraacetate, with stirring over a period of 10 minutes. The mixture is cooled to 15° C. and the solid which forms is collected by filtration, washed once with glacial acetic acid, then thoroughly with water giving the desired product as colorless grains, m.p. 144°-146° C.